This data is from the Open Reaction Database (ORD), a public repository of structured organic reaction records. The task is: describe an organic reaction: reactants, conditions, products, and yield Reactants: C(CCCCC)(=O)OCI (iodomethyl hexanoate), C(C)(=O)OCC (Ethyl acetate), resultant solution, Cl.NC=1SC=C(N1)C(C(=O)NC1[C@@H]2N(C(=C(CS2)Cl)C(=O)O)C1=O)=NOC (7-[2-(2-Amino-4-thiazolyl)-2-methoxyiminoacetamido]-3-chloro-3-cephem-4-carboxylic acid hydrochloride), C([O-])(O)=O.[Na+] (sodium bicarbonate). RXN SMILES: Cl.[NH2:2][C:3]1[S:4][CH:5]=[C:6]([C:8](=[N:25][O:26][CH3:27])[C:9]([NH:11][CH:12]2[C:23](=[O:24])[N:14]3[C:15]([C:20]([OH:22])=[O:21])=[C:16]([Cl:19])[CH2:17][S:18][C@H:13]23)=[O:10])[N:7]=1.C(=O)(O)[O-].[Na+].[C:33]([O:40][CH2:41]I)(=[O:39])[CH2:34][CH2:35][CH2:36][CH2:37][CH3:38].C(OCC)(=O)C>O.CN(C)C=O>[NH2:2][C:3]1[S:4][CH:5]=[C:6]([C:8](=[N:25][O:26][CH3:27])[C:9]([NH:11][CH:12]2[C:23](=[O:24])[N:14]3[C:15]([C:20]([O:22][CH2:41][O:40][C:33](=[O:39])[CH2:34][CH2:35][CH2:36][CH2:37][CH3:38])=[O:21])=[C:16]([Cl:19])[CH2:17][S:18][C@H:13]23)=[O:10])[N:7]=1 |f:0.1,2.3|. Run in CN(C=O)C (dimethylformamide), CN(C=O)C (dimethylformamide), O (water), O (water). Procedure details: 7-[2-(2-Amino-4-thiazolyl)-2-methoxyiminoacetamido]-3-chloro-3-cephem-4-carboxylic acid hydrochloride (syn isomer: 1.5 g.) and sodium bicarbonate (0.56 g.) were dissolved in water (50 ml.) at room temperature with stirring and lyophilized. A solution of iodomethyl hexanoate (0.93 g.) in dimethylformamide (5 ml.) was added dropwise to a solution of the product obtained above in dimethylformamide (15 ml.) at -5° C. and stirred at the same temperature for 30 minutes. Ethyl acetate (50 ml.) and wate... The product is NC=1SC=C(N1)C(C(=O)NC1[C@@H]2N(C(=C(CS2)Cl)C(=O)OCOC(CCCCC)=O)C1=O)=NOC (n-hexanoyloxymethyl 7-[2-(2-amino-4-thiazolyl)-2-methoxyiminoacetamido]-3-chloro-3-cephem-4-carboxylate). Yield: 55.5%. Starting materials: C(#N)C=1C=CC(=C(C1)O)[N+](=O)[O-] (5-cyano-2-nitrophenol), [Sn](Cl)Cl (tin (II) chloride), [OH-].[Na+] (NaOH). The solvent is C(C)O (ethanol). Run at temperature 80 celsius, time 2 hour. The product is NC1=C(C=C(C=C1)C#N)O (2-amino-5-cyanophenol). The yield is 87.0%. Reaction SMILES: [C:1]([C:3]1[CH:4]=[CH:5][C:6]([N+:10]([O-])=O)=[C:7]([OH:9])[CH:8]=1)#[N:2].[Sn](Cl)Cl.[OH-].[Na+]>C(O)C>[NH2:10][C:6]1[CH:5]=[CH:4][C:3]([C:1]#[N:2])=[CH:8][C:7]=1[OH:9] |f:2.3|. Procedure: A mixture of 5-cyano-2-nitrophenol(250 mg, 1.5 mmol) and tin (II) chloride (3.2 g, 14.4 mmol) in ethanol(50 mL) was heated at 80° C. under argon. After 2 hours, the starting material has disappeared and the solution was allowed to cool down and then poured into ice. The pH was made slightly basic (pH7-8), by addition of solid NaOH, before being extracted with ethyl acetate. The organic phase was washed with brine, dried over MgSO4 and filtered. The solvent was evaporated and chromatography of th...